The task is: describe an organic reaction: reactants, conditions, products, and yield. This data is from the Open Reaction Database (ORD), a public repository of structured organic reaction records. Reactants: C=CCBr, COc1ccc(CC(=O)c2ccc(C#N)cc2C)cc1, C[Si](C)(C)[N-][Si](C)(C)C, [Li+], C1CCOC1. The product is C=CCC(C(=O)c1ccc(C#N)cc1C)c1ccc(OC)cc1. Reaction SMILES: [Br:31][CH2:32][CH:33]=[CH2:34].[CH3:1][O:2][c:3]1[cH:4][cH:5][c:6]([CH2:9][C:10](=[O:11])[c:12]2[c:13]([CH3:20])[cH:14][c:15]([C:16]#[N:17])[cH:18][cH:19]2)[cH:7][cH:8]1.[CH3:21][Si:22]([CH3:23])([CH3:24])[N-:25][Si:26]([CH3:27])([CH3:28])[CH3:29].[Li+:30].[O:35]1[CH2:36][CH2:37][CH2:38][CH2:39]1>>[CH3:1][O:2][c:3]1[cH:4][cH:5][c:6]([CH:9]([C:10](=[O:11])[c:12]2[c:13]([CH3:20])[cH:14][c:15]([C:16]#[N:17])[cH:18][cH:19]2)[CH2:34][CH:33]=[CH2:32])[cH:7][cH:8]1. Starting materials: C(C)OC(=O)C=1C(=C2C(=C(N1)C#N)N(C=C2)CCC(C)C)OC(C)=O (4-acetoxy-7-cyano-1-(3-methyl-butyl)-1H-pyrrolo[2,3-c]pyridine-5-carboxylic acid ethyl ester), ClN1C(CCC1=O)=O (N-chlorosuccinimide), C(C)(=O)OCC (Ethyl acetate). Run in CN(C)C=O (N,N′-dimethylformamide). Isolated yield 55.8%. Procedure: A solution of 4-acetoxy-7-cyano-1-(3-methyl-butyl)-1H-pyrrolo[2,3-c]pyridine-5-carboxylic acid ethyl ester (0.44 g, 1.28 mmol) and N-chlorosuccinimide (0.188 g, 1.41 mmol) in 8 mL of N,N′-dimethylformamide was heated at 100° C. for 1 h. Ethyl acetate (100 mL) was added. The organic solution was washed with water, dried over anhydrous sodium sulfate, and concentrated. The crude produce was purified by flash chromatography from silica gel with a gradient of 0-40% ethyl acetate in hexanes to afford... Yields the product C(C)OC(=O)C=1C(=C2C(=C(N1)C#N)N(C=C2Cl)CCC(C)C)OC(C)=O (4-Acetoxy-3-chloro-7-cyano-1-(3-methyl-butyl)-1H-pyrrolo[2,3-c]pyridine-5-carboxylic acid ethyl ester). As a reaction SMILES: [CH2:1]([O:3][C:4]([C:6]1[C:7]([O:22][C:23](=[O:25])[CH3:24])=[C:8]2[CH:16]=[CH:15][N:14]([CH2:17][CH2:18][CH:19]([CH3:21])[CH3:20])[C:9]2=[C:10]([C:12]#[N:13])[N:11]=1)=[O:5])[CH3:2].[Cl:26]N1C(=O)CCC1=O.C(OCC)(=O)C>CN(C=O)C>[CH2:1]([O:3][C:4]([C:6]1[C:7]([O:22][C:23](=[O:25])[CH3:24])=[C:8]2[C:16]([Cl:26])=[CH:15][N:14]([CH2:17][CH2:18][CH:19]([CH3:21])[CH3:20])[C:9]2=[C:10]([C:12]#[N:13])[N:11]=1)=[O:5])[CH3:2]. Starting materials: [BH4-], CO, CCOC(C)=O, O=Cc1ccccc1, CC(N)(CO)CO, [Na+], [Na+], [OH-]. Yields the product CC(CO)(CO)NCc1ccccc1. RXN SMILES: [BH4-:16].[CH3:20][OH:21].[CH3:22][CH2:23][O:24][C:25](=[O:26])[CH3:27].[CH:1](=[O:2])[c:3]1[cH:4][cH:5][cH:6][cH:7][cH:8]1.[NH2:9][C:10]([CH2:11][OH:12])([CH2:13][OH:14])[CH3:15].[Na+:17].[Na+:19].[OH-:18]>>[CH2:1]([c:3]1[cH:4][cH:5][cH:6][cH:7][cH:8]1)[NH:9][C:10]([CH2:11][OH:12])([CH2:13][OH:14])[CH3:15]. The reactants are O (water), P(=O)(Cl)(Cl)Cl (Phosphorus oxychloride), ice, CC=1C=C(C=CC1C)N1NC(=CC1=O)C (1-(3,4-dimethylphenyl)-3-methyl-3-pyrazolin-5-one), CN(C=O)C (dimethylformamide). Run at temperature 100 celsius. Product: CC=1C=C(C=CC1C)N1NC(=C(C1=O)C=O)C (1-(3,4-Dimethylphenyl)-3-methyl-5-oxo-3-pyrazolin-4-carbaldehyde). Yield: 79.0%. Reaction SMILES: P(Cl)(Cl)(Cl)=O.[CH3:6][C:7]1[CH:8]=[C:9]([N:14]2[C:18](=[O:19])[CH:17]=[C:16]([CH3:20])[NH:15]2)[CH:10]=[CH:11][C:12]=1[CH3:13].O.CN(C)[CH:24]=[O:25]>>[CH3:6][C:7]1[CH:8]=[C:9]([N:14]2[C:18](=[O:19])[C:17]([CH:24]=[O:25])=[C:16]([CH3:20])[NH:15]2)[CH:10]=[CH:11][C:12]=1[CH3:13]. Reported procedure: Phosphorus oxychloride (4.82 mL, 51.6 mmol) was added dropwise to an ice-cooled, stirred suspension of 1-(3,4-dimethylphenyl)-3-methyl-3-pyrazolin-5-one (8.70 g, 43.0 mmol) in dimethylformamide (18.0 mL) at such a rate as to maintain the temperature below 20° C. After the addition, the mixture was heated at 100° C. for 2 h, then cooled, poured into iced water (200 mL). The resulting mixture was stirred for 18 h, then filtered. The solid was washed with water and dried to give the title compound ...